Dataset: the Open Reaction Database (ORD), a public repository of structured organic reaction records. Task: describe an organic reaction: reactants, conditions, products, and yield Starting materials: NCCOCCOCCNS(=O)(=O)C1=CC(=CC=C1)C1CN(CC2=C(C=C(C=C12)Cl)Cl)C (N-(2-(2-(2-aminoethoxy)ethoxy)ethyl)-3-(6,8-dichloro-2-methyl-1,2,3,4-tetrahydroisoquinolin-4-yl)benzenesulfonamide), N(=C=O)CCCCN=C=O (1,4-diisocyanatobutane), NCCOCCOCCNS(=O)(=O)C1=CC(=CC=C1)C1CN(CC2=C(C=C(C=C12)Cl)Cl)C (N-(2-(2-(2-aminoethoxy)ethoxy)ethyl)-3-(6,8-dichloro-2-methyl-1,2,3,4-tetrahydroisoquinolin-4-yl)benzenesulfonamide). Yields the product Compound 236, O=C(NCCOCCOCCNS(=O)(=O)C1=CC(=CC=C1)C1CN(CC2=C(C=C(C=C12)Cl)Cl)C)NCCCCNC(NCCOCCOCCNS(=O)(=O)C1=CC(=CC=C1)C1CN(CC2=C(C=C(C=C12)Cl)Cl)C)=O (N,N′-(10,17-dioxo-3,6,21,24-tetraoxa-9,11,16,18-tetraazahexacosane-1,26-diyl)bis(3-(6,8-dichloro-2-methyl-1,2,3,4-tetrahydroisoquinolin-4-yl)benzenesulfonamide)). Isolated yield 64.2%. As a reaction SMILES: [N:1]([CH2:4][CH2:5][CH2:6][CH2:7][N:8]=[C:9]=[O:10])=[C:2]=[O:3].[NH2:11][CH2:12][CH2:13][O:14][CH2:15][CH2:16][O:17][CH2:18][CH2:19][NH:20][S:21]([C:24]1[CH:29]=[CH:28][CH:27]=[C:26]([CH:30]2[C:39]3[C:34](=[C:35]([Cl:41])[CH:36]=[C:37]([Cl:40])[CH:38]=3)[CH2:33][N:32]([CH3:42])[CH2:31]2)[CH:25]=1)(=[O:23])=[O:22]>>[O:3]=[C:2]([NH:1][CH2:4][CH2:5][CH2:6][CH2:7][NH:8][C:9](=[O:10])[NH:11][CH2:12][CH2:13][O:14][CH2:15][CH2:16][O:17][CH2:18][CH2:19][NH:20][S:21]([C:24]1[CH:29]=[CH:28][CH:27]=[C:26]([CH:30]2[C:39]3[C:34](=[C:35]([Cl:41])[CH:36]=[C:37]([Cl:40])[CH:38]=3)[CH2:33][N:32]([CH3:42])[CH2:31]2)[CH:25]=1)(=[O:23])=[O:22])[NH:11][CH2:12][CH2:13][O:14][CH2:15][CH2:16][O:17][CH2:18][CH2:19][NH:20][S:21]([C:24]1[CH:29]=[CH:28][CH:27]=[C:26]([CH:30]2[C:39]3[C:34](=[C:35]([Cl:41])[CH:36]=[C:37]([Cl:40])[CH:38]=3)[CH2:33][N:32]([CH3:42])[CH2:31]2)[CH:25]=1)(=[O:23])=[O:22]. Reported procedure: Compound 236 was prepared following the procedures outlined in Example 208 using 1,4-diisocyanatobutane (5.24 mg, 0.0374 mmol) and N-(2-(2-(2-aminoethoxy)ethoxy)ethyl)-3-(6,8-dichloro-2-methyl-1,2,3,4-tetrahydroisoquinolin-4-yl)benzenesulfonamide (Compound 168.2, 54.7 mg, 0.0749 mmol). Purification by preparative HPLC gave the title compound (27.5 mg) as a TFA salt. 1H-NMR (400 MHz, CD3OD): δ 7.88-7.86 (d, 2H), 7.75 (s, 2H), 7.63 (t, 2H), 7.55-7.51 (m, 4H), 4.48 (m, 2H), 3.38-3.31 (m, 1H), 3.61-... RXN SMILES: [C:43](=[O:44])([O-:45])[O-:46].[CH3:19][C:20](=[O:21])[O-:22].[CH3:23][O:24][c:25]1[cH:26][c:27]([CH2:31][CH2:32][c:33]2[n:34][c:35]3[c:36]([n:37][cH:38][c:39]([I:41])[cH:40]3)[nH:42]2)[n:28][cH:29][cH:30]1.[Cl-:50].[K+:18].[K+:47].[K+:48].[Li+:49].[O:51]1[CH2:52][CH2:53][O:54][CH2:55][CH2:56]1.[OH2:57].[Pd:58].[c:116]1([P:117]([c:118]2[cH:119][cH:120][cH:121][cH:122][cH:123]2)[c:124]2[cH:125][cH:126][cH:127][cH:128][cH:129]2)[cH:130][cH:131][cH:132][cH:133][cH:134]1.[c:1]1([NH:7][S:8](=[O:9])(=[O:10])[c:11]2[cH:12][cH:13][c:14]([Br:17])[cH:15][cH:16]2)[cH:2][cH:3][cH:4][cH:5][cH:6]1.[c:59]1([P:60]([c:61]2[cH:62][cH:63][cH:64][cH:65][cH:66]2)[c:67]2[cH:68][cH:69][cH:70][cH:71][cH:72]2)[cH:73][cH:74][cH:75][cH:76][cH:77]1.[c:78]1([P:79]([c:80]2[cH:81][cH:82][cH:83][cH:84][cH:85]2)[c:86]2[cH:87][cH:88][cH:89][cH:90][cH:91]2)[cH:92][cH:93][cH:94][cH:95][cH:96]1.[c:97]1([P:98]([c:99]2[cH:100][cH:101][cH:102][cH:103][cH:104]2)[c:105]2[cH:106][cH:107][cH:108][cH:109][cH:110]2)[cH:111][cH:112][cH:113][cH:114][cH:115]1>>[c:1]1([NH:7][S:8](=[O:9])(=[O:10])[c:11]2[cH:12][cH:13][c:14](-[c:39]3[cH:38][n:37][c:36]4[c:35]([n:34][c:33]([CH2:32][CH2:31][c:27]5[cH:26][c:25]([O:24][CH3:23])[cH:30][cH:29][n:28]5)[nH:42]4)[cH:40]3)[cH:15][cH:16]2)[cH:2][cH:3][cH:4][cH:5][cH:6]1. The product is COc1ccnc(CCc2nc3cc(-c4ccc(S(=O)(=O)Nc5ccccc5)cc4)cnc3[nH]2)c1. Starting materials: O=C([O-])[O-], CC(=O)[O-], COc1ccnc(CCc2nc3cc(I)cnc3[nH]2)c1, [Cl-], [K+], [K+], [K+], [Li+], C1COCCO1, O, [Pd], c1ccc(P(c2ccccc2)c2ccccc2)cc1, O=S(=O)(Nc1ccccc1)c1ccc(Br)cc1, c1ccc(P(c2ccccc2)c2ccccc2)cc1, c1ccc(P(c2ccccc2)c2ccccc2)cc1, c1ccc(P(c2ccccc2)c2ccccc2)cc1. The reactants are CC1=CC=2N(N=C1)C=CN2 (7-methylimidazo[1,2-b]pyridazine), C(C)(=O)[O-].[Na+] (sodium acetate), BrBr (bromine). Run at time 20 minute. Solvent: C(C)(=O)O (acetic acid). Procedure: To a stirred solution of 7-methylimidazo[1,2-b]pyridazine (30.1 mg, 0.226 mmol) (prepared as described by Pollak et al, Tetrahedron, 1968, 24, 2623) and sodium acetate (27.4 mg, 0.334 mmol) in glacial acetic acid (1 ml) was added dropwise, over 2 min, bromine (12.2 μl, 0.237 mmol). The mixture was stirred at room temperature for 20 min, then partitioned carefully between saturated aqueous NaHCO3 (15 ml) and ethyl acetate (20 ml). The aqueous layer, which had a pH of 9, was extracted further with... Product: BrC1=CN=C2N1N=CC(=C2)C (3-Bromo-7-methylimidazo[1,2-b]pyridazine). As a reaction SMILES: [CH3:1][C:2]1[CH:7]=[N:6][N:5]2[CH:8]=[CH:9][N:10]=[C:4]2[CH:3]=1.C([O-])(=O)C.[Na+].[Br:16]Br>C(O)(=O)C>[Br:16][C:8]1[N:5]2[N:6]=[CH:7][C:2]([CH3:1])=[CH:3][C:4]2=[N:10][CH:9]=1 |f:1.2|. The yield is 98.7%. Starting materials: [Si](C)(C)(C(C)(C)C)O[C@H]1[C@H]2[C@@H]([C@@H](O[C@@H]1CP(OC)(OC)=O)C(F)(F)F)OC(O2)(C)C (Dimethyl (((3aS,4R,6S,7S,7aR)-7-((tert-butyldimethylsilyl)oxy)-2,2-dimethyl-4-(trifluoromethyl)tetrahydro-3aH-[1,3]dioxolo[4,5-c]pyran-6-yl)methyl)phosphonate), [Si](C)(C)(C(C)(C)C)O[C@H]1[C@H]2[C@@H]([C@@H](O[C@H]1CP(OC)(OC)=O)C(F)(F)F)OC(O2)(C)C (Dimethyl (((3aS,4R,6R,7S,7aR)-7-((tert-butyldimethylsilyl)oxy)-2,2-dimethyl-4-(trifluoromethyl)tetrahydro-3aH-[1,3]dioxolo[4,5-c]pyran-6-yl)methyl)phosphonate). Product: [Si](C)(C)(C(C)(C)C)O[C@H]1[C@H]2[C@@H]([C@@H](OC1O)C(F)(F)F)OC(O2)(C)C ((3aS,4R,7S,7aR)-7-((tert-butyldimethylsilyl)oxy)-2,2-dimethyl-4-(trifluoromethyl)tetrahydro-3aH-[1,3]dioxolo[4,5-c]pyran-6-ol). Reaction SMILES: [Si:1]([O:8][C@@H:9]1[C@@H:14](CP(=O)(OC)OC)[O:13][C@@H:12]([C:22]([F:25])([F:24])[F:23])[C@H:11]2[O:26][C:27]([CH3:30])([CH3:29])[O:28][C@@H:10]12)([C:4]([CH3:7])([CH3:6])[CH3:5])([CH3:3])[CH3:2].[Si]([O:38][C@@H]1[C@H](CP(=O)(OC)OC)O[C@@H](C(F)(F)F)[C@H]2OC(C)(C)O[C@@H]12)(C(C)(C)C)(C)C>>[Si:1]([O:8][C@@H:9]1[CH:14]([OH:38])[O:13][C@@H:12]([C:22]([F:25])([F:24])[F:23])[C@H:11]2[O:26][C:27]([CH3:29])([CH3:30])[O:28][C@@H:10]12)([C:4]([CH3:5])([CH3:7])[CH3:6])([CH3:3])[CH3:2]. Reported procedure: Dimethyl (((3aS,4R,6S,7S,7aR)-7-((tert-butyldimethylsilyl)oxy)-2,2-dimethyl-4-(trifluoromethyl)tetrahydro-3aH-[1,3]dioxolo[4,5-c]pyran-6-yl) methyl)phosphonate and dimethyl (((3aS,4R,6R,7S,7aR)-7-((tert-butyldimethylsilyl)oxy)-2,2-dimethyl-4-(trifluoromethyl)tetrahydro-3aH-[1,3]dioxolo[4,5-c]pyran-6-yl)methyl)phosphonate: In a 25 mL round bottom flask, a stirred solution of (3aS,4R,7S,7aR)-7-((tert-butyldimethylsilyl)oxy)-2,2-dimethyl-4-(trifluoromethyl)tetrahydro-3aH-[1,3]dioxolo[4,5-c]pyran-6-... Reactants: CN(CCN1C(NCC2=C1N=C(C=C2C)C)=O)C (1-(2-dimethylaminoethyl)-5,7-dimethyl-1,2,3,4-tetrahydropyrido[2,3-d]pyrimidin-2-one). The reagents and catalysts are [O-2].[O-2].[Mn+4] (manganese dioxide). Solvent: C(Cl)(Cl)Cl (chloroform). Product: CN(CCN1C(N=CC2=C1N=C(C=C2C)C)=O)C (1-(2-Dimethylaminoethyl)-5,7-dimethyl-1,2-dihydropyrido[2,3-d]pyrimidin-2-one). The yield is 48.7%. As a reaction SMILES: [CH3:1][N:2]([CH3:18])[CH2:3][CH2:4][N:5]1[C:10]2[N:11]=[C:12]([CH3:16])[CH:13]=[C:14]([CH3:15])[C:9]=2[CH2:8][NH:7][C:6]1=[O:17]>C(Cl)(Cl)Cl.[O-2].[O-2].[Mn+4]>[CH3:18][N:2]([CH3:1])[CH2:3][CH2:4][N:5]1[C:10]2[N:11]=[C:12]([CH3:16])[CH:13]=[C:14]([CH3:15])[C:9]=2[CH:8]=[N:7][C:6]1=[O:17] |f:2.3.4|. Procedure: A solution of 1-(2-dimethylaminoethyl)-5,7-dimethyl-1,2,3,4-tetrahydropyrido[2,3-d]pyrimidin-2-one (5.0 g, 20 mmol) in chloroform (150 ml) containing activated manganese dioxide (15 g) is refluxed for 15 hours. The reaction mixture is filtered hot and the collected manganese dioxide re-extracted with hot chloroform. The combined organic extracts are evaporated and the residue crystallized from cyclohexane to yield 2.4 g of pure title product; m.p.: 137°-139° C. Starting materials: [N+](=O)([O-])C=1C=CC(=NC1)N1CCN(CC1)C1=NC=CC=N1 (2-[4-(5-nitro-pyridin-2-yl)-piperazin-1-yl]-pyrimidine), Cl[Sn]Cl (SnCl2). Run in Cl (hydrochloric acid). Run at time 2 hour. Product: N1=C(N=CC=C1)N1CCN(CC1)C1=CC=C(C=N1)N (6-(4-pyrimidin-2-yl-piperazin-1-yl)-pyridin-3-ylamine). Reaction SMILES: [N+:1]([C:4]1[CH:5]=[CH:6][C:7]([N:10]2[CH2:15][CH2:14][N:13]([C:16]3[N:21]=[CH:20][CH:19]=[CH:18][N:17]=3)[CH2:12][CH2:11]2)=[N:8][CH:9]=1)([O-])=O.Cl[Sn]Cl>Cl>[N:17]1[CH:18]=[CH:19][CH:20]=[N:21][C:16]=1[N:13]1[CH2:12][CH2:11][N:10]([C:7]2[N:8]=[CH:9][C:4]([NH2:1])=[CH:5][CH:6]=2)[CH2:15][CH2:14]1. Reported procedure: To a solution of 2-[4-(5-nitro-pyridin-2-yl)-piperazin-1-yl]-pyrimidine (600 mg, 2.1 mmol) from above in 2N hydrochloric acid (7.50 mL) was added SnCl2 (1.60 g, 8.4 mmol). The mixture was stirred at room temperature for 2 hr. The mixture was evaporated to dryness and basified with 1N NaOH. The crude solid was triturated in methanol to afford 6-(4-pyrimidin-2-yl-piperazin-1-yl)-pyridin-3-ylamine as a yellow solid. The NMR spectrum obtained on the sample is compatible with its structure. LCMS calc... The reactants are COC(=O)C1CCn2c1cc(Cl)c2C(=O)c1ccccc1, O=C([O-])[O-], CO, [K+], [K+], O. Yields the product O=C(c1ccccc1)c1c(Cl)cc2n1CCC2C(=O)O. As a reaction SMILES: [C:1]([c:2]1[cH:3][cH:4][cH:5][cH:6][cH:7]1)(=[O:8])[c:9]1[c:10]([Cl:21])[cH:11][c:12]2[n:13]1[CH2:14][CH2:15][CH:16]2[C:17](=[O:18])[O:19][CH3:20].[C:24](=[O:25])([O-:26])[O-:27].[CH3:22][OH:23].[K+:28].[K+:29].[OH2:30]>>[C:1]([c:2]1[cH:3][cH:4][cH:5][cH:6][cH:7]1)(=[O:8])[c:9]1[c:10]([Cl:21])[cH:11][c:12]2[n:13]1[CH2:14][CH2:15][CH:16]2[C:17](=[O:18])[OH:19]. The reactants are C12C(C3CC(CC(C1)C3)C2)NC(=O)C=2C=NN(C2Cl)C2=CC=CC=C2 (5-chloro-1-phenyl-1H-pyrazole-4-carboxylic acid adamantan-2-ylamide), C12C(C3CC(CC(C1)C3)C2)NC(=O)C=2C=NN(C2Cl)C2=CC=CC=C2 (5-chloro-1-phenyl-1H-pyrazole-4-carboxylic acid adamantan-2-ylamide), C1(CCC1)N (cyclobutylamine). Yields the product C12C(C3CC(CC(C1)C3)C2)NC(=O)C=2C=NN(C2NC2CCC2)C2=CC=CC=C2 (5-Cyclobutylamino-1-phenyl-1H-pyrazole-4-carboxylic acid adamantan-2-ylamide). As a reaction SMILES: [CH:1]12[CH2:10][CH:5]3[CH2:6][CH:7]([CH2:9][CH:3]([CH2:4]3)[CH:2]1[NH:11][C:12]([C:14]1[CH:15]=[N:16][N:17]([C:20]3[CH:25]=[CH:24][CH:23]=[CH:22][CH:21]=3)[C:18]=1Cl)=[O:13])[CH2:8]2.[CH:26]1([NH2:30])[CH2:29][CH2:28][CH2:27]1>>[CH:1]12[CH2:10][CH:5]3[CH2:6][CH:7]([CH2:9][CH:3]([CH2:4]3)[CH:2]1[NH:11][C:12]([C:14]1[CH:15]=[N:16][N:17]([C:20]3[CH:25]=[CH:24][CH:23]=[CH:22][CH:21]=3)[C:18]=1[NH:30][CH:26]1[CH2:29][CH2:28][CH2:27]1)=[O:13])[CH2:8]2. Reported procedure: 5-Cyclobutylamino-1-phenyl-1H-pyrazole-4-carboxylic acid adamantan-2-ylamide was prepared using Procedure A from 5-chloro-1-phenyl-1H-pyrazole-4-carboxylic acid adamantan-2-ylamide (Intermediate 3) and cyclobutylamine. Mass spectrum (ES) MH+=391. Starting materials: C1(=CC=CC=C1)C1=NNC=C1 (3-phenylpyrazole), BrC(C(=O)N(C)C)(C)C (2-bromo-N,N,2-trimethylpropionamide), CC=1C(=NNC1)C1=CC=CC=C1 (4-methyl-3-phenylpyrazole). Yields the product C(C)C(C(=O)N(C)C)N1N=C(C(=C1)C)C1=CC=CC=C1 (α-ethyl-N,N,4-trimethyl-3-phenylpyrazole-1-acetamide), CN(C(CC(N1N=C(C(=C1)C)C1=CC=CC=C1)C)=O)C (N,N,β,4-tetramethyl-3-phenylpyrazole-1-propionamide). As a reaction SMILES: Br[C:2]([CH3:9])(C)[C:3]([N:5]([CH3:7])[CH3:6])=[O:4].[CH3:10][C:11]1[C:12]([C:16]2[CH:21]=[CH:20][CH:19]=[CH:18][CH:17]=2)=[N:13][NH:14][CH:15]=1.[C:22]1(C2C=CNN=2)C=CC=CC=1>>[CH2:9]([CH:2]([N:14]1[CH:15]=[C:11]([CH3:10])[C:12]([C:16]2[CH:17]=[CH:18][CH:19]=[CH:20][CH:21]=2)=[N:13]1)[C:3]([N:5]([CH3:7])[CH3:6])=[O:4])[CH3:22].[CH3:6][N:5]([CH3:7])[C:3](=[O:4])[CH2:2][CH:9]([CH3:22])[N:14]1[CH:15]=[C:11]([CH3:10])[C:12]([C:16]2[CH:17]=[CH:18][CH:19]=[CH:20][CH:21]=2)=[N:13]1. Procedure: Following the procedure of Example 121, but substituting 2-bromo-N,N-dimethylbutyramide for 2-bromo-N,N,2-trimethylpropionamide, and 4-methyl-3-phenylpyrazole for 3-phenylpyrazole, there were obtained the already described α-ethyl-N,N,4-trimethyl-3-phenylpyrazole-1-acetamide and N,N,β,4-tetramethyl-3-phenylpyrazole-1-propionamide having a boiling point of 170°/0.2 mm. Starting materials: CC1(OC2=C(C(=N1)Cl)C=C(C=C2)C#N)C (2,2-dimethyl-4-chloro-6-cyano-2H-1,3-benzoxazine), C(#N)C=1C=CC(=C(C(=O)N)C1)O (5-cyano-2-hydroxybenzamide), N1C(C=CC=C1)=O (1H-2-pyridone), [H-].[Na+] (NaH), N#N (N2). Solvent: CC(=O)C (acetone), CN(C)C=O (DMF). Conditions: time 0.5 hour. Product: CC1(OC2=C(C(N1)=O)C=C(C=C2)C#N)C (2,2-dimethyl-6-cyano-3,4-dihydro-2H-1,3-benzoxazin-4-one). Reaction SMILES: N1C=CC=CC1=[O:7].[H-].[Na+].N#N.[CH3:12][C:13]1([CH3:26])[N:18]=[C:17](Cl)[C:16]2[CH:20]=[C:21]([C:24]#[N:25])[CH:22]=[CH:23][C:15]=2[O:14]1.C(C1C=CC(O)=C(C=1)C(N)=O)#N>CN(C=O)C.CC(C)=O>[CH3:12][C:13]1([CH3:26])[NH:18][C:17](=[O:7])[C:16]2[CH:20]=[C:21]([C:24]#[N:25])[CH:22]=[CH:23][C:15]=2[O:14]1 |f:1.2|. Procedure details: 1.9 g of 1H-2-pyridone are added to a stirred slurry of 741 mg of NaH (80%) in 40 ml of dry DMF while passing N2 into the flask. After the mixture has been stirred for 0.5 hour, 2.2 g of 2,2-dimethyl-4-chloro-6-cyano-2H-1,3-benzoxazine ("IIa"; m.p. 127°-129°; obtainable by condensing 5-cyano-2-hydroxybenzamide with acetone to form 2,2-dimethyl-6-cyano-3,4-dihydro-2H-1,3-benzoxazin-4-one (m.p. 213°-216°) and subsequently reacting the product with POCl3 /PCl5) are added, and the mixture is stirred...